Task: describe an organic reaction: reactants, conditions, products, and yield. Dataset: the Open Reaction Database (ORD), a public repository of structured organic reaction records Reactants: C1CCC(CC1)N=C=NC2CCCCC2 (DCC), Cl.COC([C@H]1NCCC1)=O (L-proline methyl ester hydrochloride), CN1CCOCC1 (N-methylmorpholine), O=C1N(CCC1)CC(=O)O (2-oxo-1-pyrrolidine acetic acid), C=1C=CC2=C(C1)N=NN2O (HOBt). Solvent: CN(C)C=O (DMF). Run at temperature -25 celsius, time 16 hour. Product: COC([C@H]1N(CCC1)C(CN1C(CCC1)=O)=O)=O (N-[(2-oxo-1-pyrrolidinyl)acetyl]-L-proline methyl ester). The yield is 101.9%. RXN SMILES: Cl.[CH3:2][O:3][C:4](=[O:10])[C@@H:5]1[CH2:9][CH2:8][CH2:7][NH:6]1.CN1CCOCC1.[O:18]=[C:19]1[CH2:23][CH2:22][CH2:21][N:20]1[CH2:24][C:25](O)=[O:26].C1C=CC2N(O)N=NC=2C=1.C1CCC(N=C=NC2CCCCC2)CC1>CN(C=O)C>[CH3:2][O:3][C:4](=[O:10])[C@@H:5]1[CH2:9][CH2:8][CH2:7][N:6]1[C:25](=[O:26])[CH2:24][N:20]1[CH2:21][CH2:22][CH2:23][C:19]1=[O:18] |f:0.1|. Procedure: To a solution of L-proline methyl ester hydrochloride (8.28 g) in DMF (100 ml) were added N-methylmorpholine (5.50 ml), 2-oxo-1-pyrrolidine acetic acid (7.15 g) and HOBt (10.12 g) under ice-cooling. The mixture was cooled to -25° C., added with DCC (10.32 g), and stirred at room temperature for 16 hours. The precipitated dicyclohexylurea was filtered off, and the filtrate was concentrated. The residue was purified by silica gel column chromatography (chloroform-methanol) to give 12.94 g of N-[(2... The reactants are BrC(Br)(Br)Br, ClCCl, COc1ccc(CC(=O)NCCc2ccc3[nH]cc(CCO)c3c2)cc1, c1ccc(P(c2ccccc2)c2ccccc2)cc1. The product is COc1ccc(CC(=O)NCCc2ccc3[nH]cc(CCBr)c3c2)cc1. RXN SMILES: [Br:46][C:47]([Br:48])([Br:49])[Br:50].[Cl:51][CH2:52][Cl:53].[OH:20][CH2:21][CH2:22][c:23]1[cH:24][nH:25][c:26]2[cH:27][cH:28][c:29]([CH2:32][CH2:33][NH:34][C:35]([CH2:36][c:37]3[cH:38][cH:39][c:40]([O:43][CH3:44])[cH:41][cH:42]3)=[O:45])[cH:30][c:31]12.[c:1]1([P:2]([c:3]2[cH:4][cH:5][cH:6][cH:7][cH:8]2)[c:9]2[cH:10][cH:11][cH:12][cH:13][cH:14]2)[cH:15][cH:16][cH:17][cH:18][cH:19]1>>[CH2:21]([CH2:22][c:23]1[cH:24][nH:25][c:26]2[cH:27][cH:28][c:29]([CH2:32][CH2:33][NH:34][C:35]([CH2:36][c:37]3[cH:38][cH:39][c:40]([O:43][CH3:44])[cH:41][cH:42]3)=[O:45])[cH:30][c:31]12)[Br:46]. Starting materials: NC(COCC=1C=C(C=C(C1)C(=O)N1C(CCC1)C1=CC=CC=C1)N(S(=O)(=O)C)CCC)(CC1=CC=CC=C1)C (N-{3-[(2-amino-2-methyl-3-phenylpropoxy)methyl]-5-[(2-phenylpyrrolidin-1-yl)carbonyl]phenyl}-N-propylmethanesulfonamide), C(C)(C)(C)OC(=O)NC(COCC=1C=C(C(=O)O)C=C(C1)N(CCC)S(=O)(=O)C)(CC1=CC=CC=C1)C (3({2-[(tert-butoxycarbonyl)amino]-2-methyl-3-phenylpropoxy}methyl)-5-[(methylsulfonyl)(propyl)amino]benzoic acid), C(C)(C)(C)OC(=O)NC(COCC=1C=C(C(=O)O)C=C(C1)N(CCC)S(=O)(=O)C)(CC1=CC=CC=C1)C (3({2-[(tert-butoxycarbonyl)amino]-2-methyl-3-phenylpropoxy}methyl)-5-[(methylsulfonyl)(propyl)amino]benzoic acid), CC(C#CC)N ((1-methylbut-2-yn-1-yl)amine), CC(C#CC)N ((1-methylbut-2-yn-1-yl)amine). Yields the product NC(COCC=1C=C(C(=O)NC(C#CC)C)C=C(C1)N(CCC)S(=O)(=O)C)(CC1=CC=CC=C1)C (3-[(2-amino-2-methyl-3-phenylpropoxy)methyl]-N-(1-methylbut-2-yn-1-yl)-5-[(methylsulfonyl)(propyl)amino]benzamide). Reaction SMILES: C(OC(NC(C)(CC1C=CC=CC=1)COCC1C=C(C=C(N(S(C)(=O)=O)CCC)C=1)C(O)=O)=O)(C)(C)C.CC(N)C#CC.[NH2:44][C:45]([CH3:83])([CH2:76][C:77]1[CH:82]=[CH:81][CH:80]=[CH:79][CH:78]=1)[CH2:46][O:47][CH2:48][C:49]1[CH:50]=[C:51]([N:68]([CH2:73][CH2:74][CH3:75])[S:69]([CH3:72])(=[O:71])=[O:70])[CH:52]=[C:53]([C:55]([N:57]2[CH2:61][CH2:60][CH2:59][CH:58]2[C:62]2C=CC=CC=2)=[O:56])[CH:54]=1>>[NH2:44][C:45]([CH3:83])([CH2:76][C:77]1[CH:78]=[CH:79][CH:80]=[CH:81][CH:82]=1)[CH2:46][O:47][CH2:48][C:49]1[CH:54]=[C:53]([CH:52]=[C:51]([N:68]([S:69]([CH3:72])(=[O:71])=[O:70])[CH2:73][CH2:74][CH3:75])[CH:50]=1)[C:55]([NH:57][CH:58]([CH3:62])[C:59]#[C:60][CH3:61])=[O:56]. Procedure: 3-[(2-amino-2-methyl-3-phenylpropoxy)methyl]-N-(1-methylbut-2-yn-1-yl)-5-[(methylsulfonyl)(propyl)amino]benzamide was prepared from 3-({2-[(tert-butoxycarbonyl)amino]-2-methyl-3-phenylpropoxy}methyl)-5-[(methylsulfonyl)(propyl)amino]benzoic acid (intermediate XI) and (1-methylbut-2-yn-1-yl)amine (intermediate XIII) following a similar procedure as described for the preparation of N-{3-[(2-amino-2-methyl-3-phenylpropoxy)methyl]-5-[(2-phenylpyrrolidin-1-yl)carbonyl]phenyl}-N-propylmethanesulfonami... Starting materials: NC(CO)(C)C (2-amino-2-methyl-1-propanol), BrCCCCBr (1,4-dibromobutane), C(=O)([O-])[O-].[K+].[K+] (K2CO3). Solvent: C1CCOC1 (THF). Yields the product EtOAc MeOH TEA, CC(CO)(C)N1CCCC1 (2-Methyl-2-(1-pyrrolidinyl)propanol). Reaction SMILES: [NH2:1][C:2]([CH3:6])([CH3:5])[CH2:3][OH:4].Br[CH2:8][CH2:9][CH2:10][CH2:11]Br.C([O-])([O-])=O.[K+].[K+]>C1COCC1>[CH3:5][C:2]([N:1]1[CH2:11][CH2:10][CH2:9][CH2:8]1)([CH3:6])[CH2:3][OH:4] |f:2.3.4|. Procedure: A solution of 2-amino-2-methyl-1-propanol (15 g, 168.3 mmol), 1,4-dibromobutane (18.2 g, 84.1 mmol), and K2CO3 (48.8 g, 353.4 mmol) in 1 L of THF was heated at 60° C. for 4.5 days. After cooling to ambient temperature, the reaction mixture was filtered and concentrated in vacuo. Flash chromatography (SiO2; 94:4:2 EtOAc/MeOH/TEA) afforded 8.21 g (57.3 mmol; 34%) of the title product as a pale yellow oil. A small sample was dissolved in EtOAc and treated with one equivalent of oxalic acid in a met... Starting materials: CC1(CC(C2=CC=CC=C2S1)=O)C (3,4-dihydro-3,3-dimethyl-4-thia-1(2H)naphthalenone), C(C)OC(N(C)C)OCC (N,N-dimethylformamide diethyl-acetal). Product: CN(C)C=C1C(C2=CC=CC=C2SC1(C)C)=O (3,4-dihydro-2-dimethylaminomethylene-3,3-dimethyl-4-thia-1(2H)-naphthalenone), compound. RXN SMILES: [CH3:1][C:2]1([CH3:13])[S:11][C:10]2[C:5](=[CH:6][CH:7]=[CH:8][CH:9]=2)[C:4](=[O:12])[CH2:3]1.C(O[CH:17](OCC)[N:18]([CH3:20])[CH3:19])C>>[CH3:17][N:18]([CH:20]=[C:3]1[C:2]([CH3:13])([CH3:1])[S:11][C:10]2[C:5](=[CH:6][CH:7]=[CH:8][CH:9]=2)[C:4]1=[O:12])[CH3:19]. Reported procedure: 3,4-dihydro-2-dimethylaminomethylene-3,3-dimethyl-4-thia-1(2H)-naphthalenone was prepared from 3,4-dihydro-3,3-dimethyl-4-thia-1(2H)naphthalenone (426 mg, 1.72 mmol) [Clayton, S E et al, Tetrahedron (1993), 49, 939], and N,N-dimethylformamide diethyl-acetal (1 ml) to give the compound as a yellow solid (113 mg). δH (CDCl3) 8.22 (1H, dd, J 1.6, 7.9 Hz), 7.32-7.14 (3H, m), 6.72 (1H, s), 2.89 (6H, s) and 1.63 (6H, s). Reactants: COc1cc2ncnc(N3CCC(n4c(=O)c5cc(C)ccc5n(C)c4=O)CC3)c2cc1OC, [H-], [Na+], CN(C)C=O, O, Sc1ccccc1. Yields the product COc1cc2ncnc(N3CCC(n4c(=O)c5cc(C)ccc5n(C)c4=O)CC3)c2cc1O. As a reaction SMILES: [CH3:10][O:11][c:12]1[cH:13][c:14]2[c:15]([N:24]3[CH2:25][CH2:26][CH:27]([n:30]4[c:31](=[O:43])[n:32]([CH3:42])[c:33]5[cH:34][cH:35][c:36]([CH3:41])[cH:37][c:38]5[c:39]4=[O:40])[CH2:28][CH2:29]3)[n:16][cH:17][n:18][c:19]2[cH:20][c:21]1[O:22][CH3:23].[H-:1].[Na+:2].[O:45]=[CH:46][N:47]([CH3:48])[CH3:49].[OH2:44].[SH:3][c:4]1[cH:5][cH:6][cH:7][cH:8][cH:9]1>>[OH:11][c:12]1[cH:13][c:14]2[c:15]([N:24]3[CH2:25][CH2:26][CH:27]([n:30]4[c:31](=[O:43])[n:32]([CH3:42])[c:33]5[cH:34][cH:35][c:36]([CH3:41])[cH:37][c:38]5[c:39]4=[O:40])[CH2:28][CH2:29]3)[n:16][cH:17][n:18][c:19]2[cH:20][c:21]1[O:22][CH3:23].